describe an organic reaction: reactants, conditions, products, and yield From a dataset of the Open Reaction Database (ORD), a public repository of structured organic reaction records. Starting materials: BrC1=NC=CC=C1C (2-bromo-3-methylpyridine), C(CCC)[Li] (n-butyllithium), hexanes, C(C)(C)NC(C)C (N,N-diisopropylamine), C(C1=CC=CC=C1)=O (benzaldehyde). RXN SMILES: C([Li])CCC.C(NC(C)C)(C)C.[Br:13][C:14]1[C:19]([CH3:20])=[CH:18][CH:17]=[CH:16][N:15]=1.[CH:21](=[O:28])[C:22]1[CH:27]=[CH:26][CH:25]=[CH:24][CH:23]=1>C1COCC1>[Br:13][C:14]1[C:19]([CH2:20][CH:21]([C:22]2[CH:27]=[CH:26][CH:25]=[CH:24][CH:23]=2)[OH:28])=[CH:18][CH:17]=[CH:16][N:15]=1. Reaction conditions: temperature 5 celsius, time 1 hour. Procedure details: A solution of n-butyllithium in hexanes (2.5 M, 27.9 mL, 0.0698 mol) was added dropwise over a period of 30 min to a solution of N,N-diisopropylamine (9.9 mL, 0.069 mol, 1.2 equiv) in anhydrous THF (40 mL) at −78° C. The resulting mixture was slowly warmed to 5° C. over 30 min, then cooled to −78° C., and a solution of 2-bromo-3-methylpyridine (6.5 mL, 0.058 mol) in anhydrous THF (20 mL) was added dropwise over 45 min and stirred for 1 h. A solution of benzaldehyde (7.1 mL, 0.069 mol) in THF (20... The solvent is C1CCOC1 (THF), C1CCOC1 (THF), C1CCOC1 (THF). Yields the product BrC1=NC=CC=C1CC(O)C1=CC=CC=C1 (2-(2-Bromopyridin-3-yl)-1-phenylethanol).